From a dataset of the Open Reaction Database (ORD), a public repository of structured organic reaction records. describe an organic reaction: reactants, conditions, products, and yield Reactants: FC1=CC=C(C=C1)C(CCCCN1CC(NCC1)C(=O)N)C1=CC=C(C=C1)F (4-[5,5-bis(4-fluorophenyl)pentyl]-2-piperazinecarboxamide), ClCC(=O)NC1=C(C=CC(=C1)F)C (2-chloro-N-(5-fluoro-2-methylphenyl) acetamide), C([O-])([O-])=O.[Na+].[Na+] (sodium carbonate), [I-].[K+] (potassium iodide). The solvent is CC(CC(C)=O)C (4-methyl-2-pentanone). Yields the product Cl.NC(=O)C1N(CCN(C1)CCCCC(C1=CC=C(C=C1)F)C1=CC=C(C=C1)F)CC(=O)NC1=C(C=CC(=C1)F)C (2-(aminocarbonyl)-4-[5,5-bis(4-fluorophenyl)pentyl]-N-(5-fluoro-2-methylphenyl)-1-piperazineacetamide monohydrochloride). The yield is 71.0%. As a reaction SMILES: [F:1][C:2]1[CH:7]=[CH:6][C:5]([CH:8]([C:22]2[CH:27]=[CH:26][C:25]([F:28])=[CH:24][CH:23]=2)[CH2:9][CH2:10][CH2:11][CH2:12][N:13]2[CH2:18][CH2:17][NH:16][CH:15]([C:19]([NH2:21])=[O:20])[CH2:14]2)=[CH:4][CH:3]=1.[Cl:29][CH2:30][C:31]([NH:33][C:34]1[CH:39]=[C:38]([F:40])[CH:37]=[CH:36][C:35]=1[CH3:41])=[O:32].C(=O)([O-])[O-].[Na+].[Na+].[I-].[K+]>CC(C)CC(=O)C>[ClH:29].[NH2:21][C:19]([CH:15]1[CH2:14][N:13]([CH2:12][CH2:11][CH2:10][CH2:9][CH:8]([C:22]2[CH:23]=[CH:24][C:25]([F:28])=[CH:26][CH:27]=2)[C:5]2[CH:6]=[CH:7][C:2]([F:1])=[CH:3][CH:4]=2)[CH2:18][CH2:17][N:16]1[CH2:30][C:31]([NH:33][C:34]1[CH:39]=[C:38]([F:40])[CH:37]=[CH:36][C:35]=1[CH3:41])=[O:32])=[O:20] |f:2.3.4,5.6,8.9|. Reported procedure: A mixture of 5.04 parts of 4-[5,5-bis(4-fluorophenyl)pentyl]-2-piperazinecarboxamide, 2.9 parts of 2-chloro-N-(5-fluoro-2-methylphenyl) acetamide, 2.1 parts of sodium carbonate, 0.1 parts of potassium iodide and 120 parts of 4-methyl-2-pentanone was stirred and refluxed for 18 hours. After cooling, the reaction mixture was washed with water. The organic layer was dried, filtered and evaporated. The residue was purified by column chromatography over silica gel using a mixture of trichloromethane ... Reactants: ClC(Cl)Cl, O=C=Nc1cccc(Cl)c1, NOCC(O)CN1CCCCC1. The product is O=C(NOCC(O)CN1CCCCC1)Nc1cccc(Cl)c1. Reaction SMILES: [CH:23]([Cl:24])([Cl:25])[Cl:26].[Cl:13][c:14]1[cH:15][c:16]([N:20]=[C:21]=[O:22])[cH:17][cH:18][cH:19]1.[OH:1][CH:2]([CH2:3][O:4][NH2:5])[CH2:6][N:7]1[CH2:8][CH2:9][CH2:10][CH2:11][CH2:12]1>>[OH:1][CH:2]([CH2:3][O:4][NH:5][C:21]([NH:20][c:16]1[cH:15][c:14]([Cl:13])[cH:19][cH:18][cH:17]1)=[O:22])[CH2:6][N:7]1[CH2:8][CH2:9][CH2:10][CH2:11][CH2:12]1. Starting materials: C1(=CC=CC=C1)SC1=CC(=NC=C1)NC=1SC=C(N1)CC(=O)OCC (Ethyl 2-(2-(4-(phenylthio)pyridin-2-ylamino)thiazol-4-yl)acetate), [H-].[Al+3].[Li+].[H-].[H-].[H-] (lithium aluminum hydride). Solvent: C1CCOC1 (THF), CCOCC (ether), C1CCOC1 (THF). Run at time 40 minute. The product is C1(=CC=CC=C1)SC1=CC(=NC=C1)NC=1SC=C(N1)CCO (2-(2-(4-(phenylthio)pyridin-2-ylamino)thiazol-4-yl)ethanol). Yield: 47.1%. As a reaction SMILES: [C:1]1([S:7][C:8]2[CH:13]=[CH:12][N:11]=[C:10]([NH:14][C:15]3[S:16][CH:17]=[C:18]([CH2:20][C:21](OCC)=[O:22])[N:19]=3)[CH:9]=2)[CH:6]=[CH:5][CH:4]=[CH:3][CH:2]=1.[H-].[Al+3].[Li+].[H-].[H-].[H-]>C1COCC1.CCOCC>[C:1]1([S:7][C:8]2[CH:13]=[CH:12][N:11]=[C:10]([NH:14][C:15]3[S:16][CH:17]=[C:18]([CH2:20][CH2:21][OH:22])[N:19]=3)[CH:9]=2)[CH:6]=[CH:5][CH:4]=[CH:3][CH:2]=1 |f:1.2.3.4.5.6|. Procedure details: Ethyl 2-(2-(4-(phenylthio)pyridin-2-ylamino)thiazol-4-yl)acetate (1.20 g, 3.23 mmol) in THF was added to a solution of 1.0 M lithium aluminum hydride (9.69 mL, 9.69 mmol) in ether and THF (50 mL) at 0° C. The reaction mixture was stirred for 40 minutes, and cooled while carefully quenching with an excess of sodium sulfate decahydrate. A small amount of anhydrous magnesium sulfate was added and the reaction mixture was stirred overnight. The reaction mixture was filtered, and the cake was washed ... The reactants are C(#N)[BH3-].[Na+] (sodium cyanoborohydride), OC1CCNCC1 (4-hydroxypiperidine), C1(CCC1)=O (cyclobutanone). Solvent: CO (methanol), CO (methanol). Conditions: time 24 hour. Yields the product C1(CCC1)N1CCC(CC1)O (1-cyclobutylpiperidin-4-ol). The yield is 1082.2%. RXN SMILES: C([BH3-])#N.[Na+].[OH:5][CH:6]1[CH2:11][CH2:10][NH:9][CH2:8][CH2:7]1.[C:12]1(=O)[CH2:15][CH2:14][CH2:13]1>CO>[CH:12]1([N:9]2[CH2:10][CH2:11][CH:6]([OH:5])[CH2:7][CH2:8]2)[CH2:15][CH2:14][CH2:13]1 |f:0.1|. Procedure details: A methanol solution (48 mL) of 0.3 N sodium cyanoborohydride/0.15 N zinc(II) chloride was added to a methanol (50 mL) solution of 4-hydroxypiperidine (1.1 g, 1.0 mmol) and cyclobutanone (1 g), and stirred at room temperature for 24 hours. The solvent was concentrated under reduced pressure, distilled water was added, and extracted eight times with chloroform. The organic layer was dried with magnesium sulfate, and concentrated under reduced pressure to obtain the entitled compound (1.68 g, 98%) ... Starting materials: C(C)C=1NC2=CC=C(N=C2C(C1)=O)OC (2-ethyl-6-methoxy-1,5-naphthyridin-4(1H)-one), [H][H] (hydrogen). The reagents and catalysts are [Pt]=O (platinum oxide). Solvent: C(C)(=O)O (acetic acid). Yields the product C(C)C=1NC=2CCCNC2C(C1)=O (2-ethyl-5,6,7,8-tetrahydro-1,5-naphthyridin-4(1H)-one). The yield is 73.3%. RXN SMILES: [CH2:1]([C:3]1[NH:4][C:5]2[C:10]([C:11](=[O:13])[CH:12]=1)=[N:9][C:8](OC)=[CH:7][CH:6]=2)[CH3:2].[H][H]>C(O)(=O)C.[Pt]=O>[CH2:1]([C:3]1[NH:4][C:5]2[CH2:6][CH2:7][CH2:8][NH:9][C:10]=2[C:11](=[O:13])[CH:12]=1)[CH3:2]. Procedure: Compound E5 (5.0 g) was dissolved in glacial acetic acid (50 ml) and catalytically hydrogenated at atmospheric pressure over platinum oxide (0.5 g). When hydrogen uptake ceased, the catalyst was removed by filtration through diatomaceous earth. The solvent was removed by evaporation and the residue purified by flash chromatography eluting with ethyl acetate/methanol/aqueous ammonia (17:2:1 v/v), to give 2-ethyl-5,6,7,8-tetrahydro-1,5-naphthyridin-4(1H)-one (D5) (3.2 g), m.p. 206°-209° C. (after ... The reactants are O (water), O=C1NC(C2=C(N1C1=CC(=NC=C1)C(F)(F)F)CCC2=O)C2=C(C=C(C#N)C=C2)S(=O)(=O)C (4-(2,5-dioxo-1-(2-(trifluoromethyl)pyridin-4-yl)-2,3,4,5,6,7-hexahydro-1H-cyclopenta[d]-pyrimidin-4-yl)-3-(methylsulfonyl)benzonitrile), [H-].[Na+] (sodium hydride), CS(=O)(=O)Cl (methanesulfonyl chloride). Solvent: O1CCCC1 (tetrahydrofuran). Run at temperature 50 celsius, time 30 minute. Yields the product CS(=O)(=O)C=1C=C(C#N)C=CC1C1C2=C(N(C(N1S(=O)(=O)C)=O)C1=CC(=NC=C1)C(F)(F)F)CCC2=O (3-(Methylsulfonyl)-4-(3-(methylsulfonyl)-2,5-dioxo-1-(2-(trifluoromethyl)pyridin-4-yl)-2,3,4,5,6,7-hexahydro-1H-cyclopenta[d]pyrimidin-4-yl)benzonitrile). RXN SMILES: [O:1]=[C:2]1[N:7]([C:8]2[CH:13]=[CH:12][N:11]=[C:10]([C:14]([F:17])([F:16])[F:15])[CH:9]=2)[C:6]2[CH2:18][CH2:19][C:20](=[O:21])[C:5]=2[CH:4]([C:22]2[CH:29]=[CH:28][C:25]([C:26]#[N:27])=[CH:24][C:23]=2[S:30]([CH3:33])(=[O:32])=[O:31])[NH:3]1.[H-].[Na+].[CH3:36][S:37](Cl)(=[O:39])=[O:38].O>O1CCCC1>[CH3:33][S:30]([C:23]1[CH:24]=[C:25]([CH:28]=[CH:29][C:22]=1[CH:4]1[N:3]([S:37]([CH3:36])(=[O:39])=[O:38])[C:2](=[O:1])[N:7]([C:8]2[CH:13]=[CH:12][N:11]=[C:10]([C:14]([F:15])([F:17])[F:16])[CH:9]=2)[C:6]2[CH2:18][CH2:19][C:20](=[O:21])[C:5]1=2)[C:26]#[N:27])(=[O:31])=[O:32] |f:1.2|. Procedure details: 4-(2,5-dioxo-1-(2-(trifluoromethyl)pyridin-4-yl)-2,3,4,5,6,7-hexahydro-1H-cyclopenta[d]-pyrimidin-4-yl)-3-(methylsulfonyl)benzonitrile (example 15.6, 150 mg, 0.32 mmol) is added to a suspension of sodium hydride (60% in mineral oil, 35 mg, 0.88 mmol) in tetrahydrofuran (8.0 mL). After 10 min methanesulfonyl chloride (49 μL, 0.63 mmol) is added and the mixture is heated at 50° C. for 1.5 h. The mixture is cooled at room temperature and treated with water (1 mL). The mixture is stirred at room tem...